This data is from the Open Reaction Database (ORD), a public repository of structured organic reaction records. The task is: describe an organic reaction: reactants, conditions, products, and yield Reactants: N (NH3), CN(C1CCC(CC1)OC1=NC=NC=2SC=3CC[C@@H](C3C12)CC(C(=O)OC)(F)F)C (methyl 3-[(3R)-12-[[4-(dimethylamino)cyclohexyl]oxy]-7-thia-9,11-diazatricyclo[6.4.0.0[2,6]]dodeca-1(8),2(6),9,11-tetraen-3-yl]-2,2-difluoropropanoate). The solvent is C(C)O (ethanol). Run at time 8 hour. The product is CN(C1CCC(CC1)OC1=NC=NC=2SC=3CC[C@@H](C3C12)CC(C(=O)N)(F)F)C (3-[(3R)-12-[[4-(dimethylamino)cyclohexyl]oxy]-7-thia-9,11-diazatricyclo[6.4.0.0[2,6]]dodeca-1(8),2(6),9,11-tetraen-3-yl]-2,2-difluoropropanamide). Reaction SMILES: [NH3:1].[CH3:2][N:3]([CH3:31])[CH:4]1[CH2:9][CH2:8][CH:7]([O:10][C:11]2[C:22]3[C:21]4[C@@H:20]([CH2:23][C:24]([F:30])([F:29])[C:25]([O:27]C)=O)[CH2:19][CH2:18][C:17]=4[S:16][C:15]=3[N:14]=[CH:13][N:12]=2)[CH2:6][CH2:5]1>C(O)C>[CH3:2][N:3]([CH3:31])[CH:4]1[CH2:9][CH2:8][CH:7]([O:10][C:11]2[C:22]3[C:21]4[C@@H:20]([CH2:23][C:24]([F:30])([F:29])[C:25]([NH2:1])=[O:27])[CH2:19][CH2:18][C:17]=4[S:16][C:15]=3[N:14]=[CH:13][N:12]=2)[CH2:6][CH2:5]1. Procedure details: A solution of NH3 (g) was transferred into ethanol (20 mL) over 30 min. This was followed by the addition of methyl 3-[(3R)-12-[[4-(dimethylamino)cyclohexyl]oxy]-7-thia-9,11-diazatricyclo[6.4.0.0[2,6]]dodeca-1(8),2(6),9,11-tetraen-3-yl]-2,2-difluoropropanoate (103 mg, 0.23 mmol, 1.00 equiv). The resulting solution was stirred overnight at room temperature. The resulting mixture was concentrated under vacuum. The crude product (100 mg) was purified by preparative HPLC under the following conditio... Reactants: Cl, COC(=O)C1(CCCc2c(F)cnc3ccc(OC)cc23)CN(CC=Cc2cc(F)ccc2F)C1, [Na+], C1COCCO1, [OH-]. Product: COc1ccc2ncc(F)c(CCCC3(C(=O)O)CN(CC=Cc4cc(F)ccc4F)C3)c2c1. RXN SMILES: [ClH:38].[F:3][c:4]1[c:5]([CH:11]=[CH:12][CH2:13][N:14]2[CH2:15][C:16]([C:18](=[O:19])[O:20][CH3:21])([CH2:22][CH2:23][CH2:24][c:25]3[c:26]([F:37])[cH:27][n:28][c:29]4[cH:30][cH:31][c:32]([O:35][CH3:36])[cH:33][c:34]34)[CH2:17]2)[cH:6][c:7]([F:10])[cH:8][cH:9]1.[Na+:2].[O:39]1[CH2:40][CH2:41][O:42][CH2:43][CH2:44]1.[OH-:1]>>[F:3][c:4]1[c:5]([CH:11]=[CH:12][CH2:13][N:14]2[CH2:15][C:16]([C:18](=[O:19])[OH:20])([CH2:22][CH2:23][CH2:24][c:25]3[c:26]([F:37])[cH:27][n:28][c:29]4[cH:30][cH:31][c:32]([O:35][CH3:36])[cH:33][c:34]34)[CH2:17]2)[cH:6][c:7]([F:10])[cH:8][cH:9]1. Reactants: IC1=NN(C2=NC=NC(=C21)N)[C@@H]2CC[C@@H](CC2)N2CCN(CC2)C (cis-3-iodo-1-[4-(4-methylpiperazino)cyclohexyl]-1H-pyrazolo[3,4-d]pyrimidin-4-amine), FC1=C(C=CC(=C1)B1OC(C(O1)(C)C)(C)C)NC=1OC2=C(N1)C=CC=C2 (N2-[2-fluoro-4-(4,4,5,5-tetramethyl-1,3,2-dioxaborolan-2-yl)phenyl]-1,3-benzoxazol-2-amine), O.C([O-])([O-])=O.[Na+].[Na+] (sodium carbonate monohydrate). Reagents/catalysts: [Pd].C1(=CC=CC=C1)P(C1=CC=CC=C1)C1=CC=CC=C1.C1(=CC=CC=C1)P(C1=CC=CC=C1)C1=CC=CC=C1.C1(=CC=CC=C1)P(C1=CC=CC=C1)C1=CC=CC=C1.C1(=CC=CC=C1)P(C1=CC=CC=C1)C1=CC=CC=C1 (tetrakis(triphenylphosphine) palladium (0)). Run in COCCOC (ethylene glycol dimethyl ether), O (water). Reaction conditions: temperature 83 celsius, time 19 hour. Yields the product NC1=C2C(=NC=N1)N(N=C2C2=CC(=C(C=C2)NC=2OC1=C(N2)C=CC=C1)F)[C@@H]1CC[C@@H](CC1)N1CCN(CC1)C (cis-N2-(4-{4-amino-1-[4-(4-methylpiperazino)-cyclohexyl]-1H-pyrazolo[3,4-d]pyrimidin-3-yl}-2-fluorophenyl)-1,3-benzoxazol-2-amine). Isolated yield 25.0%. As a reaction SMILES: I[C:2]1[C:10]2[C:5](=[N:6][CH:7]=[N:8][C:9]=2[NH2:11])[N:4]([C@H:12]2[CH2:17][CH2:16][C@@H:15]([N:18]3[CH2:23][CH2:22][N:21]([CH3:24])[CH2:20][CH2:19]3)[CH2:14][CH2:13]2)[N:3]=1.[F:25][C:26]1[CH:31]=[C:30](B2OC(C)(C)C(C)(C)O2)[CH:29]=[CH:28][C:27]=1[NH:41][C:42]1[O:43][C:44]2[CH:50]=[CH:49][CH:48]=[CH:47][C:45]=2[N:46]=1.O.C(=O)([O-])[O-].[Na+].[Na+]>COCCOC.O.[Pd].C1(P(C2C=CC=CC=2)C2C=CC=CC=2)C=CC=CC=1.C1(P(C2C=CC=CC=2)C2C=CC=CC=2)C=CC=CC=1.C1(P(C2C=CC=CC=2)C2C=CC=CC=2)C=CC=CC=1.C1(P(C2C=CC=CC=2)C2C=CC=CC=2)C=CC=CC=1>[NH2:11][C:9]1[N:8]=[CH:7][N:6]=[C:5]2[N:4]([C@H:12]3[CH2:17][CH2:16][C@@H:15]([N:18]4[CH2:23][CH2:22][N:21]([CH3:24])[CH2:20][CH2:19]4)[CH2:14][CH2:13]3)[N:3]=[C:2]([C:30]3[CH:29]=[CH:28][C:27]([NH:41][C:42]4[O:43][C:44]5[CH:50]=[CH:49][CH:48]=[CH:47][C:45]=5[N:46]=4)=[C:26]([F:25])[CH:31]=3)[C:10]=12 |f:2.3.4.5,8.9.10.11.12|. Reported procedure: To a solution of cis-3-iodo-1-[4-(4-methylpiperazino)cyclohexyl]-1H-pyrazolo[3,4-d]pyrimidin-4-amine (0.150 g, 0.340 mmol) in ethylene glycol dimethyl ether (3 mL) and water (1.5 mL) under nitrogen was added N2-[2-fluoro-4-(4,4,5,5-tetramethyl-1,3,2-dioxaborolan-2-yl)phenyl]-1,3-benzoxazol-2-amine (0.151 g, 0.425 mmol), tetrakis(triphenylphosphine) palladium (0) (0.020 mg, 0.017 mmol), and sodium carbonate monohydrate (0.105 mg, 0.850 mmol). The solution was stirred at 83° C. for 19 h. The resul... The reactants are FC=1C=NC=CC1C=1N=C(C(=NC1C=1C=NC=CC1)N)N (5-(3-fluoropyridin-4-yl)-6-pyridin-3-ylpyrazine-2,3-diamine), FC1=CC=C(C(=O)Cl)C=C1 (4-fluorobenzoyl chloride), O (Water). Run in N1=CC=CC=C1 (pyridine). Conditions: temperature 120 celsius. The product is FC1=CC=C(C=C1)C1=NC=2C(=NC(=C(N2)C2=C(C=NC=C2)F)C=2C=NC=CC2)N1 (2-(4-Fluorophenyl)-5-(3-fluoropyridin-4-yl)-6-pyridin-3-yl-1H-imidazo[4,5-b]pyrazine). Yield: 33.3%. Reaction SMILES: [F:1][C:2]1[CH:3]=[N:4][CH:5]=[CH:6][C:7]=1[C:8]1[N:9]=[C:10]([NH2:21])[C:11]([NH2:20])=[N:12][C:13]=1[C:14]1[CH:15]=[N:16][CH:17]=[CH:18][CH:19]=1.[F:22][C:23]1[CH:31]=[CH:30][C:26]([C:27](Cl)=O)=[CH:25][CH:24]=1.O>N1C=CC=CC=1>[F:22][C:23]1[CH:31]=[CH:30][C:26]([C:27]2[NH:20][C:11]3=[N:12][C:13]([C:14]4[CH:15]=[N:16][CH:17]=[CH:18][CH:19]=4)=[C:8]([C:7]4[CH:6]=[CH:5][N:4]=[CH:3][C:2]=4[F:1])[N:9]=[C:10]3[N:21]=2)=[CH:25][CH:24]=1. Reported procedure: A mixture of 5-(3-fluoropyridin-4-yl)-6-pyridin-3-ylpyrazine-2,3-diamine (Example 153, 0.100 g, 0.35 mmol) and 4-fluorobenzoyl chloride (0.074 g, 0.46 mmol) in pyridine (1 mL) was stirred and heated to 120° C. in a sealed tube for 24 hours. Water was added and the filtered solid was purified by silica gel chromatography eluting with CH2Cl2/MeOH (98:1 to 95:5) to give the title compound (0.045 g, 33%) as an off-white solid.